From a dataset of the Open Reaction Database (ORD), a public repository of structured organic reaction records. describe an organic reaction: reactants, conditions, products, and yield Reactants: N(CCO)CCO (Diethanolamine), C(C)(=O)NC1=CC=C(S(=O)(=O)Cl)C=C1 (N-acetyl sulphanilyl chloride), O (water). The solvent is CC(=O)C (acetone). Conditions: temperature 5 celsius. The product is C(C)(=O)NC1=CC=C(C=C1)S(=O)(=O)N(CCO)CCO (4-acetylamino-N,N-bis-(2-hydroxyethyl)benzenesulphonamide). Reaction SMILES: [NH:1]([CH2:5][CH2:6][OH:7])[CH2:2][CH2:3][OH:4].[C:8]([NH:11][C:12]1[CH:21]=[CH:20][C:15]([S:16](Cl)(=[O:18])=[O:17])=[CH:14][CH:13]=1)(=[O:10])[CH3:9].O>CC(C)=O>[C:8]([NH:11][C:12]1[CH:13]=[CH:14][C:15]([S:16]([N:1]([CH2:5][CH2:6][OH:7])[CH2:2][CH2:3][OH:4])(=[O:18])=[O:17])=[CH:20][CH:21]=1)(=[O:10])[CH3:9]. Procedure details: Step 1) Diethanolamine (105 parts) was added dropwise over 10 minutes to a stirred mixture of N-acetyl sulphanilyl chloride (93.5 parts), water (400 parts) and acetone (200 parts) while maintaining the temperature at approximately 5° C. The mixture was allowed to warm to room temperature and stirred over night. The resultant 4-acetylamino-N,N-bis-(2-hydroxyethyl)benzenesulphonamide (103 parts) was isolated by filtration, washed with water and dried.